Dataset: the Open Reaction Database (ORD), a public repository of structured organic reaction records. Task: describe an organic reaction: reactants, conditions, products, and yield The reactants are C1(CC1)N1C=C(C(C2=CC(=C(C(=C12)OC)F)F)=O)C(=O)O (1-cyclopropyl-6,7-difluoro-1,4-dihydro-8-methoxy-4-oxo-3-quinolinecarboxylic acid), N1CCOCC1 (morpholine), COB(OC)OC (trimethoxyborane), C(C)#N (acetonitrile). The solvent is O (water). Product: C1(CC1)N1C=C(C(C2=CC(=C(C(=C12)OC)N1CCOCC1)F)=O)C(=O)O (1-cyclopropyl-6-fluoro-1,4-dihydro-8-methoxy-4-oxo-7-(morpholino)-3-quinolinecarboxylic acid). Isolated yield 71.8%. Reaction SMILES: [CH:1]1([N:4]2[C:13]3[C:8](=[CH:9][C:10]([F:17])=[C:11](F)[C:12]=3[O:14][CH3:15])[C:7](=[O:18])[C:6]([C:19]([OH:21])=[O:20])=[CH:5]2)[CH2:3][CH2:2]1.[NH:22]1[CH2:27][CH2:26][O:25][CH2:24][CH2:23]1.COB(OC)OC.C(#N)C>O>[CH:1]1([N:4]2[C:13]3[C:8](=[CH:9][C:10]([F:17])=[C:11]([N:22]4[CH2:27][CH2:26][O:25][CH2:24][CH2:23]4)[C:12]=3[O:14][CH3:15])[C:7](=[O:18])[C:6]([C:19]([OH:21])=[O:20])=[CH:5]2)[CH2:3][CH2:2]1. Procedure details: A mixture of 1.48 g of 1-cyclopropyl-6,7-difluoro-1,4-dihydro-8-methoxy-4-oxo-3-quinolinecarboxylic acid (5 mmol), 0.85 g of morpholine (10 mmol), 1.04 g of trimethoxyborane (10 mmol) and 7.5 ml of acetonitrile was refluxed with heating for 4 hours. The reaction solution was cooled to room temperature, 20 ml of water was added therein, a pH was adjusted to 8 with 6N--HCl, and separated crystals were filtered and dried to obtain 1.30 g of the objective compound. Reactants: C(C)OC(C(C1CCCCC1)N1C(=NC2=C1C=C(C(=C2)F)F)C2=CC=C(C=C2)Cl)=O ([2-(4-chloro-phenyl)-5,6-difluoro-benzoimidazol-1-yl]-cyclohexyl-acetic acid ethyl ester), [H-].[Al+3].[Li+].[H-].[H-].[H-] (lithium aluminium hydride), C(C)(=O)OCC (ethyl acetate). Solvent: O1CCCC1 (tetrahydrofuran). The product is ClC1=CC=C(C=C1)C1=NC2=C(N1C(CO)C1CCCCC1)C=C(C(=C2)F)F (2-[2-(4-Chloro-phenyl)-5,6-difluoro-benzoimidazol-1-yl]-2-cyclohexyl-ethanol). The yield is 67.0%. Reaction SMILES: C([O:3][C:4](=O)[CH:5]([N:12]1[C:16]2[CH:17]=[C:18]([F:22])[C:19]([F:21])=[CH:20][C:15]=2[N:14]=[C:13]1[C:23]1[CH:28]=[CH:27][C:26]([Cl:29])=[CH:25][CH:24]=1)[CH:6]1[CH2:11][CH2:10][CH2:9][CH2:8][CH2:7]1)C.[H-].[Al+3].[Li+].[H-].[H-].[H-].C(OCC)(=O)C>O1CCCC1>[Cl:29][C:26]1[CH:27]=[CH:28][C:23]([C:13]2[N:12]([CH:5]([CH:6]3[CH2:7][CH2:8][CH2:9][CH2:10][CH2:11]3)[CH2:4][OH:3])[C:16]3[CH:17]=[C:18]([F:22])[C:19]([F:21])=[CH:20][C:15]=3[N:14]=2)=[CH:24][CH:25]=1 |f:1.2.3.4.5.6|. Procedure: To the solution of 1.0 g (2.3 mmol) [2-(4-chloro-phenyl)-5,6-difluoro-benzoimidazol-1-yl]-cyclohexyl-acetic acid ethyl ester in 20 mL tetrahydrofuran, 88 mg (2.3 mmol) lithium aluminium hydride were added. A slight warming occurred. After 15 min. the reaction mixture was poured on water and ethyl acetate, extracted, the aqueous phase extracted twice with ethyl acetate and the aqueous phase extracted twice with ethyl acetate. The combined organic layers were washed with brine, dried over magnesiu... The reactants are ClCCCN1CCCCC1 (1-(3-chloropropyl)-piperidine), hydrochloride salt, [H-].[Na+] (Sodium hydride), ClC=1C=C(C=CC1Cl)/C=C/C(=O)N1C(C(NCC1)=O)C (4-[(E)-3-(3,4-dichloro-phenyl)-acryloyl]-3-methyl-piperazin-2-one), ClC=1C=C(C=CC1Cl)/C=C/C(=O)N1C(C(NCC1)=O)C (4-[(E)-3-(3,4-dichloro-phenyl)-acryloyl]-3-methyl-piperazin-2-one), intermediate 6. The solvent is C1(=CC=CC=C1)C (toluene), CN(C(C)=O)C (N,N-dimethylacetamide). Conditions: temperature 50 celsius, time 16 hour. Yields the product C(Cl)Cl.CO.[NH4+].[OH-] (CH2Cl2 MeOH NH4OH), ClC=1C=C(C=CC1Cl)/C=C/C(=O)N1C(C(N(CC1)CCCN1CCCCC1)=O)C (4-[(E)-3-(3,4-Dichloro-phenyl)-acryloyl]-3-methyl-1-(3-piperidin-1-yl-propyl)-piperazin-2-one). The yield is 47.0%. RXN SMILES: [H-].[Na+].[Cl:3][C:4]1[CH:5]=[C:6](/[CH:11]=[CH:12]/[C:13]([N:15]2[CH2:20][CH2:19][NH:18][C:17](=[O:21])[CH:16]2[CH3:22])=[O:14])[CH:7]=[CH:8][C:9]=1[Cl:10].[Cl:23][CH2:24][CH2:25][CH2:26][N:27]1[CH2:32][CH2:31][CH2:30][CH2:29][CH2:28]1>CN(C)C(=O)C.C1(C)C=CC=CC=1>[CH2:9]([Cl:10])[Cl:23].[CH3:13][OH:14].[NH4+:15].[OH-:14].[Cl:3][C:4]1[CH:5]=[C:6](/[CH:11]=[CH:12]/[C:13]([N:15]2[CH2:20][CH2:19][N:18]([CH2:24][CH2:25][CH2:26][N:27]3[CH2:32][CH2:31][CH2:30][CH2:29][CH2:28]3)[C:17](=[O:21])[CH:16]2[CH3:22])=[O:14])[CH:7]=[CH:8][C:9]=1[Cl:10] |f:0.1,6.7.8.9|. Reported procedure: Sodium hydride (55% dispersion in mineral oil, 21 mg, 0.48 mmol) was added at room temperature to a solution of 4-[(E)-3-(3,4-dichloro-phenyl)-acryloyl]-3-methyl-piperazin-2-one (intermediate 1; 100 mg, 0.32 mmol) in N,N-dimethylacetamide (2 ml), then after 20 min a solution of 1-(3-chloropropyl)-piperidine (prepared from the commercially available hydrochloride salt (127 mg, 0.64 mmol) by basic extraction as described in intermediate 6) in toluene (1 ml) was added. The reaction mixture was stir... Starting materials: ClC1=NC=C(C(=N1)Cl)C(C)NC1=C(C=C(C=C1)OC)F ((±)-[1-(2,4-dichloro-pyrimidin-5-yl)-ethyl]-(2-fluoro-4-methoxy-phenyl)-amine), C1(=CC=CC=C1)N=C=O (phenyl isocyanate). Run in C1(=CC=CC=C1)C (toluene). Conditions: time 2.5 hour. Yields the product ClC1=NC=C(C=N1)C(C)N(C(=O)NC1=CC=CC=C1)C1=C(C=C(C=C1)OC)F ((±)-1-[1-(2-chloro-pyrimidin-5-yl)-ethyl]-1-(2-fluoro-4-methoxy-phenyl)-3-phenyl-urea). Reaction SMILES: [Cl:1][C:2]1[N:7]=[C:6](Cl)[C:5]([CH:9]([NH:11][C:12]2[CH:17]=[CH:16][C:15]([O:18][CH3:19])=[CH:14][C:13]=2[F:20])[CH3:10])=[CH:4][N:3]=1.[C:21]1([N:27]=[C:28]=[O:29])[CH:26]=[CH:25][CH:24]=[CH:23][CH:22]=1>C1(C)C=CC=CC=1>[Cl:1][C:2]1[N:7]=[CH:6][C:5]([CH:9]([N:11]([C:12]2[CH:17]=[CH:16][C:15]([O:18][CH3:19])=[CH:14][C:13]=2[F:20])[C:28]([NH:27][C:21]2[CH:26]=[CH:25][CH:24]=[CH:23][CH:22]=2)=[O:29])[CH3:10])=[CH:4][N:3]=1. Procedure: (±)-[1-(2,4-Dichloro-pyrimidin-5-yl)-ethyl]-(2-fluoro-4-methoxy-phenyl)-amine (0.45 g; 1.41 mmol) (from Example 8b supra) and phenyl isocyanate (165 μL; 1.52 mmol) (Aldrich) were combined in toluene (5 mL) and heated in an oil bath at 110–120° C. for 2.5 hours and then at 130° C. for 2.5 hours. After cooling, the reaction mixture was concentrated and triturated with hexanes. The solid residue was purified by flash chromatography (Biotage 40S; 30:70 ethyl acetate-hexanes) to give the intermediate... Reactants: C(C)N(CCN)CC (N,N-diethylethylenediamine), C(=S)(N1C=NC=C1)N1C=NC=C1 (1,1'-thiocarbonyldiimidazole), C1(=CC=CC=C1)S(=O)(=O)CCNC(C)C (N-[2-(phenylsulfonyl)ethyl]-2-propanamine). Run in O1CCCC1 (tetrahydrofuran), O1CCCC1 (tetrahydrofuran). Reaction conditions: time 1 hour. Product: C(C)N(CCNC(N(CCS(=O)(=O)C1=CC=CC=C1)C(C)C)=S)CC (N'-[2-(Diethylamino)ethyl]-N-(1-methylethyl)-N-[2-(phenylsulfonyl]ethyl]thiourea). Isolated yield 70.1%. RXN SMILES: [CH2:1]([N:3]([CH2:7][CH3:8])[CH2:4][CH2:5][NH2:6])[CH3:2].[C:9](N1C=CN=C1)(N1C=CN=C1)=[S:10].[C:21]1([S:27]([CH2:30][CH2:31][NH:32][CH:33]([CH3:35])[CH3:34])(=[O:29])=[O:28])[CH:26]=[CH:25][CH:24]=[CH:23][CH:22]=1>O1CCCC1>[CH2:1]([N:3]([CH2:7][CH3:8])[CH2:4][CH2:5][NH:6][C:9](=[S:10])[N:32]([CH:33]([CH3:35])[CH3:34])[CH2:31][CH2:30][S:27]([C:21]1[CH:22]=[CH:23][CH:24]=[CH:25][CH:26]=1)(=[O:28])=[O:29])[CH3:2]. Procedure: A mixture of 2.78 g (0.024 mole) of N,N-diethylethylenediamine and 4.82 g (0.027 mole) of 1,1'-thiocarbonyldiimidazole in 400 ml of tetrahydrofuran was stirred at room temperature for 1 hr. A solution of 5.00 g (0.022 mole) of N-[2-(phenylsulfonyl)ethyl]-2-propanamine in 100 ml of tetrahydrofuran was added, and the solution was refluxed for 48 hrs. The solvent was removed in vacuo and the residue was dissolved in 400 ml of a 50/50 mixture of methylene chloride and ether. The organic solution was... The reactants are CI (methyl iodide), N12CCCCCC2=NCCC1 (1,8-diazabicyclo[5.4.0]undec-7-ene), COC1=C(C=CC=C1)C1CCC(C=C1C(=O)O)=O ((RS)-6-(2-methoxyphenyl)-3-oxocyclohexene-1-carboxylic acid). The solvent is CC(=O)C (acetone). Conditions: temperature 10 celsius. The product is COC1=C(C=CC=C1)C1CCC(C=C1C(=O)OC)=O (methyl (RS)-6-(2-methoxyphenyl)-3-oxocyclohexene-1-carboxylate). Yield: 94.9%. RXN SMILES: CI.N12CCCN=C1CCCC[CH2:4]2.[CH3:14][O:15][C:16]1[CH:21]=[CH:20][CH:19]=[CH:18][C:17]=1[CH:22]1[C:27]([C:28]([OH:30])=[O:29])=[CH:26][C:25](=[O:31])[CH2:24][CH2:23]1>CC(C)=O>[CH3:14][O:15][C:16]1[CH:21]=[CH:20][CH:19]=[CH:18][C:17]=1[CH:22]1[C:27]([C:28]([O:30][CH3:4])=[O:29])=[CH:26][C:25](=[O:31])[CH2:24][CH2:23]1. Procedure details: 235 g (1.66 mol) of methyl iodide and 212 g (1.39 mol) of 1,8-diazabicyclo[5.4.0]undec-7-ene, dropwise, were successively added to a solution of 288 g (1.17 mol) of (RS)-6-(2-methoxyphenyl)-3-oxocyclohexene-1-carboxylic acid in 2.5 dm3 of acetone and then the mixture was brought to reflux for one hour. The acetone was subsequently concentrated and then the residue was stirred with 1 dm3 of water. After cooling to 10° C., the precipitate formed was filtered off, washed with petroleum ether and th... The reactants are suspension, [H-].[Na+] (sodium hydride), oil, [H-].[Na+] (sodium hydride), CC=1C=CC(=NC1)NC(C)=O (N-(5-Methyl-2-pyridyl)acetamide), Cl.CN(CCCl)C (2-dimethylaminoethyl chloride hydrochloride). Run in CN(C=O)C (dimethylformamide). Run at time 0.5 hour. Product: CN(CCN(C(C)=O)C1=NC=C(C=C1)C)C (N-(2-Dimethylaminoethyl)-N-(5-methyl-2-pyridyl)acetamide). Reaction SMILES: [CH3:1][C:2]1[CH:3]=[CH:4][C:5]([NH:8][C:9](=[O:11])[CH3:10])=[N:6][CH:7]=1.[H-].[Na+].Cl.[CH3:15][N:16]([CH3:20])[CH2:17][CH2:18]Cl>CN(C)C=O>[CH3:15][N:16]([CH3:20])[CH2:17][CH2:18][N:8]([C:5]1[CH:4]=[CH:3][C:2]([CH3:1])=[CH:7][N:6]=1)[C:9](=[O:11])[CH3:10] |f:1.2,3.4|. Procedure details: N-(5-Methyl-2-pyridyl)acetamide (75.0 g, 0.5 mole) is dissolved in 1000 ml of dry dimethylformamide and a 50% suspension of sodium hydride in mineral oil (24.0 g, 0.5 mole) is added under nitrogen with stirring in two portions over 1/2 hour. The temperature rises to 40° and then is increased to 50°-55° to keep the salt in addition. Additional sodium hydride suspension (28.8 g, 0.6 mole) is added over 10 minutes followed by 2-dimethylaminoethyl chloride hydrochloride (86.5 g, 0.6 mole) added in s... Reactants: C1CCOC1, CCc1onc(-c2ccccc2)c1C(=O)OC, [Li+], [OH-], O, O. Product: CCc1onc(-c2ccccc2)c1C(=O)O. RXN SMILES: [CH2:21]1[O:22][CH2:23][CH2:24][CH2:25]1.[CH3:1][O:2][C:3](=[O:4])[c:5]1[c:6](-[c:12]2[cH:13][cH:14][cH:15][cH:16][cH:17]2)[n:7][o:8][c:9]1[CH2:10][CH3:11].[Li+:19].[OH-:18].[OH2:20].[OH2:26]>>[O:2]=[C:3]([OH:4])[c:5]1[c:6](-[c:12]2[cH:13][cH:14][cH:15][cH:16][cH:17]2)[n:7][o:8][c:9]1[CH2:10][CH3:11].